This data is from the Open Reaction Database (ORD), a public repository of structured organic reaction records. The task is: describe an organic reaction: reactants, conditions, products, and yield The reactants are CCCCCCCCCCCCCCCC(=O)Cl, CCOC(=O)CNC(C)=O, Cn1ccnc1, CCCCN(CCCC)CCCC, [Cl-], [Cl-], [Cl-], [Cl-], Clc1ccccc1, O, [Ti+4]. The product is CCCCCCCCCCCCCCCC(=O)C(NC(C)=O)C(=O)OCC. As a reaction SMILES: [C:17]([CH2:18][CH2:19][CH2:20][CH2:21][CH2:22][CH2:23][CH2:24][CH2:25][CH2:26][CH2:27][CH2:28][CH2:29][CH2:30][CH2:31][CH3:32])(=[O:33])[Cl:34].[CH2:1]([CH3:2])[O:3][C:4]([CH2:5][NH:6][C:7]([CH3:8])=[O:9])=[O:10].[CH3:11][n:12]1[cH:13][cH:14][n:15][cH:16]1.[CH3:35][CH2:36][CH2:37][CH2:38][N:39]([CH2:40][CH2:41][CH2:42][CH3:43])[CH2:44][CH2:45][CH2:46][CH3:47].[Cl-:48].[Cl-:49].[Cl-:50].[Cl-:51].[Cl:54][c:55]1[cH:56][cH:57][cH:58][cH:59][cH:60]1.[OH2:53].[Ti+4:52]>>[CH2:1]([CH3:2])[O:3][C:4]([CH:5]([NH:6][C:7]([CH3:8])=[O:9])[C:17]([CH2:18][CH2:19][CH2:20][CH2:21][CH2:22][CH2:23][CH2:24][CH2:25][CH2:26][CH2:27][CH2:28][CH2:29][CH2:30][CH2:31][CH3:32])=[O:33])=[O:10]. Reactants: CC(=O)Nc1nc(C)c(-c2ccc(S(=O)(=O)Cl)s2)s1, CCN(C(C)C)C(C)C, ClCCl, NCCO. Product: CC(=O)Nc1nc(C)c(-c2ccc(S(=O)(=O)NCCO)s2)s1. RXN SMILES: [C:1]([CH3:2])(=[O:3])[NH:4][c:5]1[s:6][c:7](-[c:11]2[cH:12][cH:13][c:14]([S:16](=[O:17])(=[O:18])[Cl:19])[s:15]2)[c:8]([CH3:10])[n:9]1.[CH:24]([N:25]([CH2:26][CH3:27])[CH:28]([CH3:29])[CH3:30])([CH3:31])[CH3:32].[Cl:33][CH2:34][Cl:35].[NH2:20][CH2:21][CH2:22][OH:23]>>[C:1]([CH3:2])(=[O:3])[NH:4][c:5]1[s:6][c:7](-[c:11]2[cH:12][cH:13][c:14]([S:16](=[O:17])(=[O:18])[NH:20][CH2:21][CH2:22][OH:23])[s:15]2)[c:8]([CH3:10])[n:9]1.